From a dataset of the Open Reaction Database (ORD), a public repository of structured organic reaction records. describe an organic reaction: reactants, conditions, products, and yield Starting materials: CCO, O=[N+]([O-])c1ccc(CCCn2cnnc2)cc1. Product: Nc1ccc(CCCn2cnnc2)cc1. Reaction SMILES: [CH3:18][CH2:19][OH:20].[N+:1]([O-:2])(=[O:3])[c:4]1[cH:5][cH:6][c:7]([CH2:10][CH2:11][CH2:12][n:13]2[cH:14][n:15][n:16][cH:17]2)[cH:8][cH:9]1>>[NH2:1][c:4]1[cH:5][cH:6][c:7]([CH2:10][CH2:11][CH2:12][n:13]2[cH:14][n:15][n:16][cH:17]2)[cH:8][cH:9]1. Reactants: C(C1=CC=NC=C1)(=O)O (isonicotinic acid), CCN=C=NCCCN(C)C.Cl (EDC hydrochloride), O.ON1N=NC2=C1C=CC=C2 (1-hydroxybenzotriazole monohydrate), O1CCC(CC1)C(=O)C1=C(N=C(S1)N)C=1OC=CC1 (2-Amino-4-(2-furyl)thiazol-5-yl tetrahydropyran-4-yl ketone), C(O)([O-])=O.[Na+] (sodium hydrogencarbonate). Run in CN(C)C=O (DMF), O (water). Reaction conditions: temperature 80 celsius, time 6 hour. The product is O1C(=CC=C1)C=1N=C(SC1C(=O)C1CCOCC1)NC(=O)C1=CC=NC=C1 (N-[4-(2-Furyl)-5-(tetrahydropyran-4-ylcarbonyl)thiazol-2-yl]pyridine-4-carboxamide). The yield is 46.0%. RXN SMILES: [O:1]1[CH2:6][CH2:5][CH:4]([C:7]([C:9]2[S:13][C:12]([NH2:14])=[N:11][C:10]=2[C:15]2[O:16][CH:17]=[CH:18][CH:19]=2)=[O:8])[CH2:3][CH2:2]1.[C:20](O)(=[O:27])[C:21]1[CH:26]=[CH:25][N:24]=[CH:23][CH:22]=1.CCN=C=NCCCN(C)C.Cl.O.ON1C2C=CC=CC=2N=N1.C(=O)([O-])O.[Na+]>CN(C=O)C.O>[O:16]1[CH:17]=[CH:18][CH:19]=[C:15]1[C:10]1[N:11]=[C:12]([NH:14][C:20]([C:21]2[CH:26]=[CH:25][N:24]=[CH:23][CH:22]=2)=[O:27])[S:13][C:9]=1[C:7]([CH:4]1[CH2:5][CH2:6][O:1][CH2:2][CH2:3]1)=[O:8] |f:2.3,4.5,6.7|. Procedure details: Compound 454 (6.95 g, 25.0 mmol) was dissolved in DMF (100 mL), and isonicotinic acid (36.9 g, 300 mmol), EDC hydrochloride (57.6 g, 300 mmol) and 1-hydroxybenzotriazole monohydrate (45.9 g, 300 mmol) were added thereto, followed by stirring at 80° C. for 6 hours. The reaction mixture was poured into a mixture of a saturated aqueous solution of sodium hydrogencarbonate (600 mL) and water (200 mL), and the precipitated solid was collected by filtration. The resulting solid was recrystallized from... Reactants: [H-].[Na+] (sodium hydride), OC=1C(=CC2=C(C(=C(C(O2)=O)CCO)C)C1)OC (6-hydroxy-3-(2-hydroxyethyl)-7-methoxy-4-methyl-2H-1-benzopyran-2-one), [H-].[Na+] (sodium hydride), BrC(C)C (2-bromopropane), BrC(C)C (2-bromopropane). Solvent: CN(C)C=O (DMF). Conditions: time 1 hour. Product: OCCC=1C(OC2=C(C1C)C=C(C(=C2)OC)OC(C)C)=O (3-(2-hydroxyethyl)-7-methoxy-4-methyl-6-(1-methylethoxy)-2H-1-benzopyran-2-one). Reaction SMILES: [OH:1][C:2]1[C:3]([O:17][CH3:18])=[CH:4][C:5]2[O:10][C:9](=[O:11])[C:8]([CH2:12][CH2:13][OH:14])=[C:7]([CH3:15])[C:6]=2[CH:16]=1.[H-].[Na+].Br[CH:22]([CH3:24])[CH3:23]>CN(C=O)C>[OH:14][CH2:13][CH2:12][C:8]1[C:9](=[O:11])[O:10][C:5]2[CH:4]=[C:3]([O:17][CH3:18])[C:2]([O:1][CH:22]([CH3:24])[CH3:23])=[CH:16][C:6]=2[C:7]=1[CH3:15] |f:1.2|. Procedure details: 67 g (268 mmol) of 6-hydroxy-3-(2-hydroxyethyl)-7-methoxy-4-methyl-2H-1-benzopyran-2-one (Example 41) is carefully added, using an ice bath for cooling, to 11.8 g (295 mmol) of sodium hydride (60% in white oil) in 300 ml of DMF. The mixture is stirred for 1 hour at room temperature, and then 49.5 g (402 mmol) of 2-bromopropane is added dropwise and the mixture is stirred for 24 hours at 60° C. under nitrogen. After adding a further 3.33 g (83 mmol) of sodium hydride and 52.4 g (426 mmol) of 2-br... The reactants are NC(C(=O)N)C1=C(C=CC=C1Cl)Cl (α-amino-2,6-dichlorobenzeneacetamide), FC1=C(C=CC=C1)[N+](=O)[O-] (2-fluoronitrobenzene), CN1C(N(CC1)C)=O (1,3-dimetyl-2-imidazolidinone). Conditions: temperature 140 celsius, time 6 hour. Yields the product ClC1=C(C(=CC=C1)Cl)C(C(=O)N)NC1=C(C=CC=C1)[N+](=O)[O-] ((-)-2,6-dichloro-α-[(2-nitrophenyl)amino]benzeneacetamide). RXN SMILES: [NH2:1][CH:2]([C:6]1[C:11]([Cl:12])=[CH:10][CH:9]=[CH:8][C:7]=1[Cl:13])[C:3]([NH2:5])=[O:4].F[C:15]1[CH:20]=[CH:19][CH:18]=[CH:17][C:16]=1[N+:21]([O-:23])=[O:22].CN1CCN(C)C1=O>>[Cl:13][C:7]1[CH:8]=[CH:9][CH:10]=[C:11]([Cl:12])[C:6]=1[CH:2]([NH:1][C:15]1[CH:20]=[CH:19][CH:18]=[CH:17][C:16]=1[N+:21]([O-:23])=[O:22])[C:3]([NH2:5])=[O:4]. Procedure: A mixture of 0.092 parts of α-amino-2,6-dichlorobenzeneacetamide, 0.032 parts of 2-fluoronitrobenzene and 1 part of 1,3-dimetyl-2-imidazolidinone was stirred for 6 hours at 140° C. The product was extracted and the extract was dried, filtered and evaporated at 100° C. and 133-266 Pa. The residue was purified by column chromatography (HPCL; silica gel; CH2Cl2 /CH3OH 99:1→90:10), yielding 0.12 parts of (-)-2,6-dichloro-α-[(2-nitrophenyl)amino]benzeneacetamide (e.e.=90%). The reactants are IC(C)C1=C2C=CN(C2=CC=C1)S(=O)(=O)C1=CC=CC=C1 (4-(1-iodoethyl)-1-(phenylsulfonyl)-1H-indole), IC(C)C1=C2C=CN(C2=CC=C1)S(=O)(=O)C1=CC=CC=C1 (4-(1-iodoethyl)-1-(phenylsulfonyl)-1H-indole), N(C)C (Me2NH), solution. Run in C(Cl)Cl (CH2Cl2), CCO (EtOH). Yields the product NH4HCO3, CN(C(C)C1=C2C=CN(C2=CC=C1)S(=O)(=O)C1=CC=CC=C1)C (Dimethyl{1-[1-(phenylsulfonyl)-1H-indol-4-yl]ethyl}amine). RXN SMILES: I[CH:2]([C:4]1[CH:12]=[CH:11][CH:10]=[C:9]2[C:5]=1[CH:6]=[CH:7][N:8]2[S:13]([C:16]1[CH:21]=[CH:20][CH:19]=[CH:18][CH:17]=1)(=[O:15])=[O:14])[CH3:3].[NH:22]([CH3:24])[CH3:23]>C(Cl)Cl.CCO>[CH3:23][N:22]([CH3:24])[CH:2]([C:4]1[CH:12]=[CH:11][CH:10]=[C:9]2[C:5]=1[CH:6]=[CH:7][N:8]2[S:13]([C:16]1[CH:21]=[CH:20][CH:19]=[CH:18][CH:17]=1)(=[O:15])=[O:14])[CH3:3]. Reported procedure: A solution of 4-(1-iodoethyl)-1-(phenylsulfonyl)-1H-indole (40 mg, 97.3 μmol; Intermediate 99) in CH2Cl2 (1.5 mL) was treated with Me2NH (174 μL of a 5.6 M solution in EtOH, 973 μmol) at rt for 1 h. The reaction mixture was concentrated in vacuo, the obtained residue taken up with MeOH/THF and purified by prep. HPLC (System B, 30-60% MeCN, 50 mM NH4HCO3) to yield the title compound as a white, waxy solid (10.6 mg, 11% over two steps). MS (ESI+) for C18H20N2O2S m/z 329 (M+H)+. The reactants are CO (methanol), CCN(C(C)C)C(C)C (DIEA), R(+)-propylene oxide, CC(C(C1OC(C(C(C1O)O)O)SC)NC(=O)C1NCC(C1)CCCCC)C (4-pentyl-pyrrolidine-2-carboxylic acid [2-methyl-1-(3,4,5-trihydroxy-6-methylsulfanyl-tetrahydro-pyran-2-yl)-propyl]-amide). Conditions: temperature -4 celsius, time 18 hour. Product: CC(C(C1OC(C(C(C1O)O)O)SC)NC(=O)C1N(CC(C1)CCCCC)CC(C)O)C (1-(2-Hydroxy-propyl)-4-pentyl-pyrrolidine-2-carboxylic acid [2-methyl-1-(3,4,5-trihydroxy-6-methylsulfanyl-tetrahydro-pyran-2-yl)-propyl]-amide). Yield: 48.0%. Reaction SMILES: CCN(C(C)C)[CH:4]([CH3:6])[CH3:5].[CH3:10][CH:11]([CH3:37])[CH:12]([NH:24][C:25]([CH:27]1[CH2:31][CH:30]([CH2:32][CH2:33][CH2:34][CH2:35][CH3:36])[CH2:29][NH:28]1)=[O:26])[CH:13]1[CH:18]([OH:19])[CH:17]([OH:20])[CH:16]([OH:21])[CH:15]([S:22][CH3:23])[O:14]1.C[OH:39]>>[CH3:10][CH:11]([CH3:37])[CH:12]([NH:24][C:25]([CH:27]1[CH2:31][CH:30]([CH2:32][CH2:33][CH2:34][CH2:35][CH3:36])[CH2:29][N:28]1[CH2:5][CH:4]([OH:39])[CH3:6])=[O:26])[CH:13]1[CH:18]([OH:19])[CH:17]([OH:20])[CH:16]([OH:21])[CH:15]([S:22][CH3:23])[O:14]1. Procedure details: DIEA (0.1 mL, 0.58 mmol, 1 equiv) and R(+)-propylene oxide (3 mL) were added to a stirred cool solution of crude 4-pentyl-pyrrolidine-2-carboxylic acid [2-methyl-1-(3,4,5-trihydroxy-6-methylsulfanyl-tetrahydro-pyran-2-yl)-propyl]-amide (307.6 mg, 0.58 mmol, 1 equiv), prepared as in Example 10, in anhydrous methanol (10 mL), at 0° C. and under nitrogen. The resulting solution was stirred at −4° C. for 18 h and evaporated to dryness. The residue obtained was purified by chromatography over silica ...